This data is from the Open Reaction Database (ORD), a public repository of structured organic reaction records. The task is: describe an organic reaction: reactants, conditions, products, and yield Yields the product C(C)(=O)OCCC1CC=2N(C3=CC=CC=C3C2C=2C(NC(C2C2=CN(C3=CC=CC=C23)C)=O)=O)CC1 (3-[8-(2-acetoxyethyl)-6,7,8,9-tetrahydropyrido[1,2-a]indol-10-yl]-4-(1-methyl-3-indolyl)-1H-pyrrole-2,5-dione). Reported procedure: A solution of 115 mg of 3-[8-(2-acetoxyethyl)-6,7,8,9-tetrahydropyrido[1,2-a]indol-10-yl]-4-(1-methyl-3-indolyl)furan-2,5-dione in 1 ml of dimethylformamide and 2 ml of 33% aqueous ammonia was heated to 140° C. for 4 hours. The cooled mixture was evaporated and the residue was purified by chromatography on silica gel with ethyl acetate/petroleum ether (2:1). Crystallization from ethyl acetate/petroleum ether gave 13 mg of 3-[8-(2-acetoxyethyl)-6,7,8,9-tetrahydropyrido[1,2-a]indol-10-yl]-4-(1-met... As a reaction SMILES: [C:1]([O:4][CH2:5][CH2:6][CH:7]1[CH2:36][CH2:35][N:10]2[C:11]3[C:16]([C:17]([C:18]4[C:19](=[O:34])O[C:21](=[O:33])[C:22]=4[C:23]4[C:31]5[C:26](=[CH:27][CH:28]=[CH:29][CH:30]=5)[N:25]([CH3:32])[CH:24]=4)=[C:9]2[CH2:8]1)=[CH:15][CH:14]=[CH:13][CH:12]=3)(=[O:3])[CH3:2].C[N:38](C)C=O>N>[C:1]([O:4][CH2:5][CH2:6][CH:7]1[CH2:36][CH2:35][N:10]2[C:11]3[C:16]([C:17]([C:18]4[C:19](=[O:34])[NH:38][C:21](=[O:33])[C:22]=4[C:23]4[C:31]5[C:26](=[CH:27][CH:28]=[CH:29][CH:30]=5)[N:25]([CH3:32])[CH:24]=4)=[C:9]2[CH2:8]1)=[CH:15][CH:14]=[CH:13][CH:12]=3)(=[O:3])[CH3:2]. Run in N (ammonia). Starting materials: C(C)(=O)OCCC1CC=2N(C3=CC=CC=C3C2C=2C(OC(C2C2=CN(C3=CC=CC=C23)C)=O)=O)CC1 (3-[8-(2-acetoxyethyl)-6,7,8,9-tetrahydropyrido[1,2-a]indol-10-yl]-4-(1-methyl-3-indolyl)furan-2,5-dione), CN(C=O)C (dimethylformamide).